Dataset: the Open Reaction Database (ORD), a public repository of structured organic reaction records. Task: describe an organic reaction: reactants, conditions, products, and yield Run in CN(C)C=O (DMF). Reactants: C([O-])(O)=O.[Na+] (sodium bicarbonate), ClCC=1N=C(SC1)C1=CC=C(C=C1)Cl (4-(chloromethyl)-2-(4-chlorophenyl)-1,3-thiazole), C([O-])(O)=O.[Na+] (sodium bicarbonate), NC1=NC(=C(C(=C1C#N)C1=NC=C(C=C1)OCCO)C#N)S (2′-Amino-5-(2-hydroxyethoxy)-6′-mercapto-2,4′-bipyridine-3′,5′-dicarbonitrile). The product is NC1=NC(=C(C(=C1C#N)C1=NC=C(C=C1)OCCO)C#N)SCC=1N=C(SC1)C1=CC=C(C=C1)Cl (2′-Amino-6′-({[2-(4-chlorophenyl)-1,3-thiazol-4-yl]methyl}thio)-5-(2-hydroxyethoxy)-2,4′-bipyridine-3′,5′-dicarbonitrile). Reaction conditions: time 8 hour. RXN SMILES: [NH2:1][C:2]1[C:7]([C:8]#[N:9])=[C:6]([C:10]2[CH:15]=[CH:14][C:13]([O:16][CH2:17][CH2:18][OH:19])=[CH:12][N:11]=2)[C:5]([C:20]#[N:21])=[C:4]([SH:22])[N:3]=1.Cl[CH2:24][C:25]1[N:26]=[C:27]([C:30]2[CH:35]=[CH:34][C:33]([Cl:36])=[CH:32][CH:31]=2)[S:28][CH:29]=1.C(=O)(O)[O-].[Na+]>CN(C=O)C>[NH2:1][C:2]1[C:7]([C:8]#[N:9])=[C:6]([C:10]2[CH:15]=[CH:14][C:13]([O:16][CH2:17][CH2:18][OH:19])=[CH:12][N:11]=2)[C:5]([C:20]#[N:21])=[C:4]([S:22][CH2:24][C:25]2[N:26]=[C:27]([C:30]3[CH:35]=[CH:34][C:33]([Cl:36])=[CH:32][CH:31]=3)[S:28][CH:29]=2)[N:3]=1 |f:2.3|. Reported procedure: 23 mg of the crude product from example 29A are dissolved in 0.7 ml of dry DMF, and 11 mg (0.04 mmol) of 4-(chloromethyl)-2-(4-chlorophenyl)-1,3-thiazole and 12 mg (0.14 mmol) of sodium bicarbonate are added. The reaction mixture is stirred at RT for 8 h. The mixture is then poured into 2 ml of saturated aqueous sodium bicarbonate solution, and the aqueous phase is extracted three times with in each case 4 ml of ethyl acetate. The combined organic phases are dried over magnesium sulphate, and th... The reactants are CCN(C(C)C)C(C)C, COC(=O)Cl, ClCCl, Cl, COC(=O)C1CCNC(c2ccc(F)c(F)c2)C1. Product: COC(=O)C1CCN(C(=O)OC)C(c2ccc(F)c(F)c2)C1. RXN SMILES: [CH:20]([N:21]([CH2:22][CH3:23])[CH:24]([CH3:25])[CH3:26])([CH3:27])[CH3:28].[Cl:29][C:30](=[O:31])[O:32][CH3:33].[Cl:34][CH2:35][Cl:36].[ClH:1].[F:2][c:3]1[cH:4][c:5]([CH:10]2[NH:11][CH2:12][CH2:13][CH:14]([C:16](=[O:17])[O:18][CH3:19])[CH2:15]2)[cH:6][cH:7][c:8]1[F:9]>>[F:2][c:3]1[cH:4][c:5]([CH:10]2[N:11]([C:30](=[O:31])[O:32][CH3:33])[CH2:12][CH2:13][CH:14]([C:16](=[O:17])[O:18][CH3:19])[CH2:15]2)[cH:6][cH:7][c:8]1[F:9].